From a dataset of the Open Reaction Database (ORD), a public repository of structured organic reaction records. describe an organic reaction: reactants, conditions, products, and yield The reactants are FC(C(=O)O)(F)F.ClC1=CC=C2C(=C1)NC(C21C(NC(C1C1=C(C(=CC=C1)Cl)F)C(=O)O)CC(C)(C)C)=O (rac-(2′S,3′R,4′S,5′R)-6-chloro-4′-(3-chloro-2-fluoro-phenyl)-2′-(2,2-dimethyl-propyl)-2-oxo-1,2-dihydro-spiro[indole-3,3′-pyrrolidine]-5′-carboxylic acid trifluoroacetic acid), COC(=O)C1=CC2=C(S1)C=CC(=C2)N (5-Amino-benzo[b]thiophene-2-carboxylic acid methyl ester), C(C)(C)N(CC)C(C)C (diisopropylethylamine), C1(=CC=CC=C1)P(=O)(C1=CC=CC=C1)Cl (diphenylphosphinic chloride). The product is COC(=O)C1=CC2=C(S1)C=CC(=C2)NC(=O)[C@H]2[C@@H]([C@@]1([C@@H](N2)CC(C)(C)C)C(NC2=CC(=CC=C21)Cl)=O)C2=C(C(=CC=C2)Cl)F (rac-5-{[(2′S,3′R,4′S,5′R)-6-chloro-4′-(3-chloro-2-fluoro-phenyl)-2′-(2,2-dimethyl-propyl)-2-oxo-1,2-dihydro-spiro[indole-3,3′-pyrrolidine]-5′-carbonyl]amino}-benzo[b]thiophene-2-carboxylic acid methyl ester). The yield is 43.3%. RXN SMILES: FC(F)(F)C(O)=O.[Cl:8][C:9]1[CH:14]=[C:13]2[NH:15][C:16](=[O:38])[C:17]3([CH:21]([C:22]4[CH:27]=[CH:26][CH:25]=[C:24]([Cl:28])[C:23]=4[F:29])[CH:20]([C:30]([OH:32])=O)[NH:19][CH:18]3[CH2:33][C:34]([CH3:37])([CH3:36])[CH3:35])[C:12]2=[CH:11][CH:10]=1.C(N(C(C)C)CC)(C)C.C1(P(Cl)(C2C=CC=CC=2)=O)C=CC=CC=1.[CH3:63][O:64][C:65]([C:67]1[S:71][C:70]2[CH:72]=[CH:73][C:74]([NH2:76])=[CH:75][C:69]=2[CH:68]=1)=[O:66]>>[CH3:63][O:64][C:65]([C:67]1[S:71][C:70]2[CH:72]=[CH:73][C:74]([NH:76][C:30]([C@@H:20]3[NH:19][C@@H:18]([CH2:33][C:34]([CH3:36])([CH3:35])[CH3:37])[C@:17]4([C:12]5[C:13](=[CH:14][C:9]([Cl:8])=[CH:10][CH:11]=5)[NH:15][C:16]4=[O:38])[C@H:21]3[C:22]3[CH:27]=[CH:26][CH:25]=[C:24]([Cl:28])[C:23]=3[F:29])=[O:32])=[CH:75][C:69]=2[CH:68]=1)=[O:66] |f:0.1|. Procedure details: In a manner similar to the method described in Example 5, rac-(2′S,3′R,4′S,5′R)-6-chloro-4′-(3-chloro-2-fluoro-phenyl)-2′-(2,2-dimethyl-propyl)-2-oxo-1,2-dihydro-spiro[indole-3,3′-pyrrolidine]-5′-carboxylic acid trifluoroacetic acid prepared in Example 4 (100 mg, 0.173 mmol), was reacted with diisopropylethylamine (111 mg, 0.86 mmol), diphenylphosphinic chloride (106 mg, 0.446 mmol), then reacted with 5-Amino-benzo[b]thiophene-2-carboxylic acid methyl ester (Maybridge, 41 mg, 0.190 mmol) to give... As a reaction SMILES: [Cl:19][C:20](=[O:21])[Cl:22].[Cl:1][c:2]1[cH:3][c:4]([F:18])[c:5](-[n:8]2[nH:9][c:10]3[c:15]([c:16]2=[O:17])[CH2:14][CH2:13][CH2:12][CH2:11]3)[cH:6][cH:7]1.[Cl:23][c:24]1[cH:25][cH:26][cH:27][cH:28][cH:29]1>>[Cl:1][c:2]1[cH:3][c:4]([F:18])[c:5](-[n:8]2[n:9][c:10]3[c:15]([c:16]2[Cl:19])[CH2:14][CH2:13][CH2:12][CH2:11]3)[cH:6][cH:7]1. The reactants are O=C(Cl)Cl, O=c1c2c([nH]n1-c1ccc(Cl)cc1F)CCCC2, Clc1ccccc1. The product is Fc1cc(Cl)ccc1-n1nc2c(c1Cl)CCCC2. Starting materials: C1(=CC=CC=C1)C1=C(N=C2C(=N1)CCCN2)C2=CC=CC=C2 (2,3-diphenyl-5,6,7,8-tetrahydropyrido[3,2-b]pyrazine), O=CCCC(=O)OC (methyl 4-oxobutanoate). The product is C1(=CC=CC=C1)C=1N=C2C(=NC1C1=CC=CC=C1)N(CCC2)CCCC(=O)OC (Methyl 4-(2,3-diphenyl-7,8-dihydropyrido[2,3-b]pyrazin-5(6H)-yl)butanoate). As a reaction SMILES: [C:1]1([C:7]2[N:12]=[C:11]3[CH2:13][CH2:14][CH2:15][NH:16][C:10]3=[N:9][C:8]=2[C:17]2[CH:22]=[CH:21][CH:20]=[CH:19][CH:18]=2)[CH:6]=[CH:5][CH:4]=[CH:3][CH:2]=1.O=[CH:24][CH2:25][CH2:26][C:27]([O:29][CH3:30])=[O:28]>>[C:1]1([C:7]2[N:12]=[C:11]3[CH2:13][CH2:14][CH2:15][N:16]([CH2:24][CH2:25][CH2:26][C:27]([O:29][CH3:30])=[O:28])[C:10]3=[N:9][C:8]=2[C:17]2[CH:18]=[CH:19][CH:20]=[CH:21][CH:22]=2)[CH:2]=[CH:3][CH:4]=[CH:5][CH:6]=1. Reported procedure: The title compound was prepared from 2,3-diphenyl-5,6,7,8-tetrahydropyrido[3,2-b]pyrazine (Ex. 4.1 step 1) and methyl 4-oxobutanoate analogously to Example 10, step 1; The reactants are ClCCl, COc1cc2cnnc(N3CCC(CC(C)O)CC3)c2cc1OC, CCOC(C)=O, Cl, N, O=[Cr](=O)=O, c1ccncc1. Product: COc1cc2cnnc(N3CCC(CC(C)=O)CC3)c2cc1OC, Cl. RXN SMILES: [CH2:43]([Cl:44])[Cl:45].[CH3:1][O:2][c:3]1[cH:4][c:5]2[cH:6][n:7][n:8][c:9]([N:15]3[CH2:16][CH2:17][CH:18]([CH2:21][CH:22]([CH3:23])[OH:24])[CH2:19][CH2:20]3)[c:10]2[cH:11][c:12]1[O:13][CH3:14].[CH3:31][CH2:32][O:33][C:34](=[O:35])[CH3:36].[ClH:30].[NH3:29].[O:25]=[Cr:26](=[O:27])=[O:28].[cH:37]1[cH:38][cH:39][n:40][cH:41][cH:42]1>>[CH3:1][O:2][c:3]1[cH:4][c:5]2[cH:6][n:7][n:8][c:9]([N:15]3[CH2:16][CH2:17][CH:18]([CH2:21][C:22]([CH3:23])=[O:24])[CH2:19][CH2:20]3)[c:10]2[cH:11][c:12]1[O:13][CH3:14].[ClH:30]. Starting materials: suspension, [H-].[Na+] (sodium hydride), COC(CC(C(C)=O)C(C)=O)=O (3,3-diacetyl-propionic acid methylester), C1(=CC=CC=C1)NN (phenylhydrazine), [H][H] (hydrogen), COC(CBr)=O (bromoacetic acid methyl ester), C(C)(=O)CC(C)=O (acetylacetone). The solvent is paraffin, CN(C=O)C (dimethyl formamide), C(C)O (ethanol), C(C)(=O)O (acetic acid). The product is COC(CC=1C(=NN(C1C)C1=CC=CC=C1)C)=O (3,5-dimethyl-1-phenyl-pyrazol-4-acetic acid methyl ester). Isolated yield 52.0%. RXN SMILES: [H-].[Na+].C(CC(=O)C)(=O)C.[H][H].COC(=O)CBr.[CH3:18][O:19][C:20](=[O:29])[CH2:21][CH:22]([C:26](=O)[CH3:27])[C:23](=O)[CH3:24].[C:30]1([NH:36][NH2:37])[CH:35]=[CH:34][CH:33]=[CH:32][CH:31]=1>CN(C)C=O.C(O)C.C(O)(=O)C>[CH3:18][O:19][C:20](=[O:29])[CH2:21][C:22]1[C:26]([CH3:27])=[N:37][N:36]([C:30]2[CH:35]=[CH:34][CH:33]=[CH:32][CH:31]=2)[C:23]=1[CH3:24] |f:0.1|. Procedure: 10 grams of a 50% suspension of sodium hydride in paraffin oil were dispersed in 100 milliliters dimethyl formamide and to the dispersion, thus obtained, 20 grams acetylacetone were added drop by drop. After completion of the evolution of hydrogen, 31 grams bromoacetic acid methyl ester were added dropwise with stirring to the reaction mixture at room temperature and the mixture was stirred for another 15 hours. The solvent was then distilled off, the residue was taken up in ether, and the ether... As a reaction SMILES: [NH2:1][C:2]1[N:7]=[CH:6][N:5]=[C:4]([NH:8][C@H:9]([C:11]2[N:16]([C:17]3[CH:22]=[CH:21][CH:20]=[CH:19][CH:18]=3)[C:15](=[O:23])[C:14]3=[C:24]([S:27][C:28]4[CH:33]=[CH:32][CH:31]=[CH:30][CH:29]=4)[CH:25]=[CH:26][N:13]3[N:12]=2)[CH3:10])[C:3]=1Br.[F:35][C:36]1[CH:37]=[C:38](B(O)O)[CH:39]=[C:40]([OH:42])[CH:41]=1.C(=O)([O-])[O-].[Na+].[Na+]>>[NH2:1][C:2]1[N:7]=[CH:6][N:5]=[C:4]([NH:8][C@H:9]([C:11]2[N:16]([C:17]3[CH:22]=[CH:21][CH:20]=[CH:19][CH:18]=3)[C:15](=[O:23])[C:14]3=[C:24]([S:27][C:28]4[CH:33]=[CH:32][CH:31]=[CH:30][CH:29]=4)[CH:25]=[CH:26][N:13]3[N:12]=2)[CH3:10])[C:3]=1[C:38]1[CH:39]=[C:40]([OH:42])[CH:41]=[C:36]([F:35])[CH:37]=1 |f:2.3.4|. The reactants are NC1=C(C(=NC=N1)N[C@@H](C)C1=NN2C(C(N1C1=CC=CC=C1)=O)=C(C=C2)SC2=CC=CC=C2)Br ((S)-2-(1-((6-Amino-5-bromopyrimidin-4-yl)amino)ethyl)-3-phenyl-5-(phenylthio)pyrrolo[2,1-f][1,2,4]triazin-4(3H)-one), FC=1C=C(C=C(C1)O)B(O)O ((3-fluoro-5-hydroxyphenyl)boronic acid), C([O-])([O-])=O.[Na+].[Na+] (sodium carbonate). Yield: 2.4%. The product is NC1=C(C(=NC=N1)N[C@@H](C)C1=NN2C(C(N1C1=CC=CC=C1)=O)=C(C=C2)SC2=CC=CC=C2)C2=CC(=CC(=C2)O)F ((S)-2-(1-((6-Amino-5-(3-fluoro-5-hydroxyphenyl)pyrimidin-4-yl)amino)ethyl)-3-phenyl-5-(phenylthio)pyrrolo[2,1-f][1,2,4]triazin-4(3H)-one). Procedure details: (S)-2-(1-((6-Amino-5-bromopyrimidin-4-yl)amino)ethyl)-3-phenyl-5-(phenylthio)pyrrolo[2,1-f][1,2,4]triazin-4(3H)-one (230 mg, 0.29 mmol) was treated with (3-fluoro-5-hydroxyphenyl)boronic acid (68 mg, 0.44 mmol), sodium carbonate (2M, 660 μl, 1.32 mmol) and 1,1′-bis(diphenylphosphino)ferrocene-palladium(II)dichloride dichloromethane complex (36 mg, 0.04 mmol) according to the method described in Example 3 to give 4 mg (3% yield) of the title compound as a solid. Purity 91%.